From a dataset of the Open Reaction Database (ORD), a public repository of structured organic reaction records. describe an organic reaction: reactants, conditions, products, and yield Reactants: CC(C)(C)OC(=O)Nc1ccc2c(c1)CC(=O)N2, C1CCNCC1, CCO, O=Cc1cc2ccccc2[nH]1. Product: CC(C)(C)OC(=O)Nc1ccc2c(c1)C(=Cc1cc3ccccc3[nH]1)C(=O)N2. RXN SMILES: [C:1]([CH3:2])([CH3:3])([CH3:4])[O:5][C:6](=[O:7])[NH:8][c:9]1[cH:10][c:11]2[c:15]([cH:16][cH:17]1)[NH:14][C:13](=[O:18])[CH2:12]2.[CH2:30]1[CH2:31][CH2:32][NH:33][CH2:34][CH2:35]1.[CH3:36][CH2:37][OH:38].[nH:19]1[c:20]([CH:28]=[O:29])[cH:21][c:22]2[cH:23][cH:24][cH:25][cH:26][c:27]12>>[C:1]([CH3:2])([CH3:3])([CH3:4])[O:5][C:6](=[O:7])[NH:8][c:9]1[cH:10][c:11]2[c:15]([cH:16][cH:17]1)[NH:14][C:13](=[O:18])[C:12]2=[CH:28][c:20]1[nH:19][c:27]2[c:22]([cH:21]1)[cH:23][cH:24][cH:25][cH:26]2. Starting materials: CN, CO, O=C(CCl)N1CCc2cc3c(cc2CC1)OCO3, C1CCOC1. Product: CNCC(=O)N1CCc2cc3c(cc2CC1)OCO3, Cl. RXN SMILES: [CH3:19][NH2:20].[CH3:26][OH:27].[Cl:1][CH2:2][C:3](=[O:4])[N:5]1[CH2:6][CH2:7][c:8]2[c:9]([cH:12][c:13]3[c:14]([cH:15]2)[O:16][CH2:17][O:18]3)[CH2:10][CH2:11]1.[O:21]1[CH2:22][CH2:23][CH2:24][CH2:25]1>>[CH2:2]([C:3](=[O:4])[N:5]1[CH2:6][CH2:7][c:8]2[c:9]([cH:12][c:13]3[c:14]([cH:15]2)[O:16][CH2:17][O:18]3)[CH2:10][CH2:11]1)[NH:20][CH3:19].[ClH:1].